Dataset: the Open Reaction Database (ORD), a public repository of structured organic reaction records. Task: describe an organic reaction: reactants, conditions, products, and yield Reactants: ( I ), N(CCCCCCCl)=CCCl (2-(hexamethyleneimino)ethylchloride), C(C)(=O)N1CCC(CC1)N(C(=O)NC=1SC(=CN1)SC#N)C1CCCCC1 (1-(1-acetyl-piperidin-4-yl)-1-cyclohexyl-3-(5-thiocyanato-thiazol-2-yl)-urea), SC[C@H](O)[C@H](O)CS (dithioerythritol). Product: C(C)(=O)N1CCC(CC1)N(C(=O)NC=1SC(=CN1)SCCN1CCCCCC1)C1CCCCC1 (1-(1-Acetyl-piperidin-4-yl)-3-[5-(2-azepan-1-yl-ethylsulfanyl)-thiazol-2-yl]-1-cyclohexyl-urea). RXN SMILES: [C:1]([N:4]1[CH2:9][CH2:8][CH:7]([N:10]([CH:22]2[CH2:27][CH2:26][CH2:25][CH2:24][CH2:23]2)[C:11]([NH:13][C:14]2[S:15][C:16]([S:19][C:20]#N)=[CH:17][N:18]=2)=[O:12])[CH2:6][CH2:5]1)(=[O:3])[CH3:2].SC[C@@H]([C@@H](CS)O)O.[N:36](=[CH:44]CCl)[CH2:37][CH2:38][CH2:39][CH2:40][CH2:41][CH2:42]Cl>>[C:1]([N:4]1[CH2:9][CH2:8][CH:7]([N:10]([CH:22]2[CH2:23][CH2:24][CH2:25][CH2:26][CH2:27]2)[C:11]([NH:13][C:14]2[S:15][C:16]([S:19][CH2:20][CH2:44][N:36]3[CH2:37][CH2:38][CH2:39][CH2:40][CH2:41][CH2:42]3)=[CH:17][N:18]=2)=[O:12])[CH2:6][CH2:5]1)(=[O:3])[CH3:2]. Procedure: Prepared as described in general procedures (H) and (I) using 1-(1-acetyl-piperidin-4-yl)-1-cyclohexyl-3-(5-thiocyanato-thiazol-2-yl)-urea, dithioerythritol and 2-(hexamethyleneimino)ethylchloride Starting materials: CC(C)(C)OC(=O)Oc1cc2c(I)c(F)ccc2n1C(=O)OC(C)(C)C, C#CC(O)c1c(C)c(C)cn1C(=O)OC(C)(C)C, [Cu]I. The product is Cc1cn(C(=O)OC(C)(C)C)c(C(O)C#Cc2c(F)ccc3c2cc(OC(=O)OC(C)(C)C)n3C(=O)OC(C)(C)C)c1C. Reaction SMILES: [C:1]([CH3:2])([CH3:3])([CH3:4])[O:5][C:6](=[O:7])[n:8]1[c:9]([O:19][C:20](=[O:21])[O:22][C:23]([CH3:24])([CH3:25])[CH3:26])[cH:10][c:11]2[c:12]([I:18])[c:13]([F:17])[cH:14][cH:15][c:16]12.[C:27]([CH3:28])([CH3:29])([CH3:30])[O:31][C:32](=[O:33])[n:34]1[c:35]([CH:41]([C:42]#[CH:43])[OH:44])[c:36]([CH3:40])[c:37]([CH3:39])[cH:38]1.[Cu:45][I:46]>>[C:1]([CH3:2])([CH3:3])([CH3:4])[O:5][C:6](=[O:7])[n:8]1[c:9]([O:19][C:20](=[O:21])[O:22][C:23]([CH3:24])([CH3:25])[CH3:26])[cH:10][c:11]2[c:12]([C:43]#[C:42][CH:41]([c:35]3[n:34]([C:32]([O:31][C:27]([CH3:28])([CH3:29])[CH3:30])=[O:33])[cH:38][c:37]([CH3:39])[c:36]3[CH3:40])[OH:44])[c:13]([F:17])[cH:14][cH:15][c:16]12.